From a dataset of the Open Reaction Database (ORD), a public repository of structured organic reaction records. describe an organic reaction: reactants, conditions, products, and yield The reactants are C(C1=CC=CC=C1)N1C(=NC=C1)CO (N-benzyl-2-hydroxymethylimidazole), S(=O)(Cl)Cl (thionyl chloride). Reaction conditions: time 30 minute. Product: C(C1=CC=CC=C1)N1C(=NC=C1)CCl (N-benzyl-2-chloromethylimidazole). The yield is 93.5%. RXN SMILES: [CH2:1]([N:8]1[CH:12]=[CH:11][N:10]=[C:9]1[CH2:13]O)[C:2]1[CH:7]=[CH:6][CH:5]=[CH:4][CH:3]=1.S(Cl)([Cl:17])=O>>[CH2:1]([N:8]1[CH:12]=[CH:11][N:10]=[C:9]1[CH2:13][Cl:17])[C:2]1[CH:7]=[CH:6][CH:5]=[CH:4][CH:3]=1. Procedure details: A mixture of 10 gm (45 mmole) of N-benzyl-2-hydroxymethylimidazole and 11 gm (92 mmole) of thionyl chloride was stirred at room temperature for 30 minutes before it was heated to reflux for 30 minutes. The excess thionyl chloride was removed under reduced pressure. The resultant residue (10 gm crude) was crystallized from ethanol/ether to obtain 8.7 gm of N-benzyl-2-chloromethylimidazole, m.p. 180°-182° C. Starting materials: C(C)(C)(C)N1N=CC(=C1)C=1C=C(C=2N(C1)N=C(C2)C)O (6-(1-(tert-butyl)-1H-pyrazol-4-yl)-2-methylpyrazolo[1,5-a]pyridin-4-ol), CS(=O)(=O)O[C@@H](C)[C@H]1CN(C(C1)=O)[C@H](C)C1=CC=C(C=C1)OC ((S)-1-((R)-1-((R)-1-(4-methoxyphenyl)ethyl)-5-oxopyrrolidin-3-yl)ethyl methanesulfonate), solution, C[Si](C)(C)[N-][Si](C)(C)C.[Na+] (NaHMDS). Solvent: CN(C)C=O (DMF), C1CCOC1 (THF). Isolated yield 31.5%. Procedure: To a solution of 6-(1-(tert-butyl)-1H-pyrazol-4-yl)-2-methylpyrazolo[1,5-a]pyridin-4-ol (5 mg) in DMF (3 mL) was added (S)-1-((R)-5-oxo-1-((R)-1-phenylethyl)pyrrolidin-3-yl)ethyl methanesulfonate 1.30 (9 mg) and 1 M solution of NaHMDS in THF (0.15 mL) at rt. After 2 h. the reaction mixture was extracted with ethyl acetate. Combined organics were washed with brine, dried, filtered, and concentrated under reduced pressure. The resulting residue was purified by silica gel column chromatography to p... RXN SMILES: [C:1]([N:5]1[CH:9]=[C:8]([C:10]2[CH:11]=[C:12]([OH:20])[C:13]3[N:14]([N:16]=[C:17]([CH3:19])[CH:18]=3)[CH:15]=2)[CH:7]=[N:6]1)([CH3:4])([CH3:3])[CH3:2].CS(O[C@H:26]([C@@H:28]1[CH2:32][C:31](=[O:33])[N:30]([C@@H:34]([C:36]2[CH:41]=[CH:40][C:39]([O:42][CH3:43])=[CH:38][CH:37]=2)[CH3:35])[CH2:29]1)[CH3:27])(=O)=O.C[Si]([N-][Si](C)(C)C)(C)C.[Na+]>CN(C=O)C.C1COCC1>[C:1]([N:5]1[CH:9]=[C:8]([C:10]2[CH:11]=[C:12]([O:20][C@@H:26]([C@H:28]3[CH2:29][N:30]([C@@H:34]([C:36]4[CH:37]=[CH:38][C:39]([O:42][CH3:43])=[CH:40][CH:41]=4)[CH3:35])[C:31](=[O:33])[CH2:32]3)[CH3:27])[C:13]3[N:14]([N:16]=[C:17]([CH3:19])[CH:18]=3)[CH:15]=2)[CH:7]=[N:6]1)([CH3:4])([CH3:3])[CH3:2] |f:2.3|. Yields the product C(C)(C)(C)N1N=CC(=C1)C=1C=C(C=2N(C1)N=C(C2)C)O[C@H](C)[C@@H]2CC(N(C2)[C@H](C)C2=CC=C(C=C2)OC)=O ((R)-4-((R)-1-((6-(1-(tert-butyl)-1H-pyrazol-4-yl)-2-methylpyrazolo[1,5-a]pyridin-4-yl)oxy)ethyl)-1-((R)-1-(4-methoxyphenyl)ethyl)pyrrolidin-2-one). Starting materials: CC(C)c1ccc(S(N)(=O)=O)nc1, Cc1ccc(-c2c(Cl)nc(-c3ccncc3)nc2Cl)cc1, [K], CN(C)C=O. Yields the product Cc1ccc(-c2c(Cl)nc(-c3ccncc3)nc2NS(=O)(=O)c2ccc(C(C)C)cn2)cc1. RXN SMILES: [CH:23]([CH3:24])([CH3:25])[c:26]1[cH:27][cH:28][c:29]([S:32](=[O:33])(=[O:34])[NH2:35])[n:30][cH:31]1.[Cl:1][c:2]1[n:3][c:4](-[c:16]2[cH:17][cH:18][n:19][cH:20][cH:21]2)[n:5][c:6]([Cl:15])[c:7]1-[c:8]1[cH:9][cH:10][c:11]([CH3:14])[cH:12][cH:13]1.[K:22].[O:36]=[CH:37][N:38]([CH3:39])[CH3:40]>>[c:2]1([NH:35][S:32]([c:29]2[cH:28][cH:27][c:26]([CH:23]([CH3:24])[CH3:25])[cH:31][n:30]2)(=[O:33])=[O:34])[n:3][c:4](-[c:16]2[cH:17][cH:18][n:19][cH:20][cH:21]2)[n:5][c:6]([Cl:15])[c:7]1-[c:8]1[cH:9][cH:10][c:11]([CH3:14])[cH:12][cH:13]1. Run in C(Cl)Cl (CH2Cl2). The reactants are OC(CC[C@H](CC(=O)OC)C)C (Methyl 6-(R,S)-hydroxy-3(R)-methylheptanoate), [Cr](=O)(=O)([O-])Cl.[NH+]1=CC=CC=C1 (pyridinium chlorochromate). Conditions: time 8 hour. Reaction SMILES: [OH:1][CH:2]([CH3:12])[CH2:3][CH2:4][C@@H:5]([CH3:11])[CH2:6][C:7]([O:9][CH3:10])=[O:8].[Cr](Cl)([O-])(=O)=O.[NH+]1C=CC=CC=1>C(Cl)Cl>[CH3:11][C@H:5]([CH2:4][CH2:3][C:2](=[O:1])[CH3:12])[CH2:6][C:7]([O:9][CH3:10])=[O:8] |f:1.2|. Reported procedure: To a solution of alcohol from Step 2 (293 mg) in CH2Cl2 (12 mL) was added a mixture of pyridinium chlorochromate (542 mg, 1.5 eq) and celite (542 mg). The suspension was stirred at r.t. overnight, and allowed to settle. The supernatant was collected and evaporated down to a residue which was chromatographed on silica gel, eluting with a 1:2 mixtue of EtOAc and hexane, to afford the desired ketone as a colorless liquid (189 mg). The product is C[C@@H](CC(=O)OC)CCC(C)=O ((R)-Methyl 3-methyl-6-oxoheptanoate). Yield: 65.3%.